Dataset: the Open Reaction Database (ORD), a public repository of structured organic reaction records. Task: describe an organic reaction: reactants, conditions, products, and yield The reactants are C(C)[SiH](CC)CC (triethylsilane), O=C(C(=O)OC)C1=CNC2=NC=CC=C21 (methyl oxo(1H-pyrrolo[2,3-b]pyridin-3-yl)acetate). Run in C(=O)(C(F)(F)F)O (TFA). Run at time 18 hour. Yields the product N1C=C(C=2C1=NC=CC2)CC(=O)OC (Methyl 1H-pyrrolo[2,3-b]pyridin-3-ylacetate). Isolated yield 75.2%. As a reaction SMILES: C([SiH](CC)CC)C.O=[C:9]([C:14]1[C:22]2[C:17](=[N:18][CH:19]=[CH:20][CH:21]=2)[NH:16][CH:15]=1)[C:10]([O:12][CH3:13])=[O:11]>C(O)(C(F)(F)F)=O>[NH:16]1[C:17]2=[N:18][CH:19]=[CH:20][CH:21]=[C:22]2[C:14]([CH2:9][C:10]([O:12][CH3:13])=[O:11])=[CH:15]1. Procedure details: To a mixture of triethylsilane (9.95 g, 85.78 mmol) in TFA (25 mL) was added portionwise methyl oxo(1H-pyrrolo[2,3-b]pyridin-3-yl)acetate (5.0 g, 24.48 mmol). After a period of 18 h at 50° C., the solvent was evaporated and saturated NaHCO3 was added followed by DCM. The organic phase was separated, dried over magnesium sulfate, filtered and evaporated under reduced pressure. The residue was purified by combiflash with 10% ethyl acetate in hexane to 100% ethyl acetate to provide 3.5 g of the tit... The reactants are Cl.C(C1=CC=CC=C1)N1CC(CC1)N1N=CC=2C(NC=3C=C(C(=CC3C21)C(=O)N2CCC(CC2)COCC)C)=O (1-(1-benzylpyrrolidin-3-yl)-8-{[4-(ethoxymethyl)piperidin-1-yl]carbonyl}-7-methyl-1,5-dihydro-4H-pyrazolo[4,3-c]quinolin-4-one hydrochloride). Reagents/catalysts: [OH-].[OH-].[Pd+2] (palladium hydroxide/carbon). The solvent is CO (methanol). Reaction conditions: time 20 hour. Product: Cl.N1N=CC=2C(NC=3C=CC=CC3C21)=O (1,5-dihydro-4H-pyrazolo[4,3-c]quinolin-4-one hydrochloride). As a reaction SMILES: [ClH:1].C(N1CCC([N:14]2[C:26]3[C:25]4[CH:24]=[C:23](C(N5CCC(COCC)CC5)=O)[C:22](C)=[CH:21][C:20]=4[NH:19][C:18](=[O:40])[C:17]=3[CH:16]=[N:15]2)C1)C1C=CC=CC=1>[OH-].[OH-].[Pd+2].CO>[ClH:1].[NH:14]1[C:26]2[C:25]3[CH:24]=[CH:23][CH:22]=[CH:21][C:20]=3[NH:19][C:18](=[O:40])[C:17]=2[CH:16]=[N:15]1 |f:0.1,2.3.4,6.7|. Procedure: To a mixture of 224 mg of 1-(1-benzylpyrrolidin-3-yl)-8-{[4-(ethoxymethyl)piperidin-1-yl]carbonyl}-7-methyl-1,5-dihydro-4H-pyrazolo[4,3-c]quinolin-4-one hydrochloride and 9 mL of methanol was added 23 mg of a 10% palladium hydroxide/carbon powder, followed by stirring at room temperature for 20 hours under a hydrogen atmosphere of 3 atm. The insoluble material was removed by filtration, and the solvent was evaporated under reduced pressure. The residue was purified by reverse phase column chroma... Reactants: C(#N)[C@H]1N(CCC1)C(CN(C(OC(C)(C)C)=O)CC(=O)N1CC2=CC=CC=C2C1)=O (t-butyl (S)-[2-(cyanopyrrolidin-1-yl)-2-oxoethyl]-[2-(1,3-dihydrois oindol-2-yl)-2-oxoethyl]carbamate), Cl.O1CCOCC1 (Hydrochloric acid 1,4-dioxane), CCOCC (Ether). Run in O1CCOCC1 (1,4-dioxane). Reaction conditions: time 30 minute. The product is C1N(CC2=CC=CC=C12)C(CNCC(=O)N1[C@@H](CCC1)C#N)=O ((S)-1-{2-[2-(1,3-Dihydroisoindol-2-yl)-2-oxoethylamino]acetyl}pyrrolidine-2-carbonitrile). The yield is 113.2%. As a reaction SMILES: [C:1]([C@@H:3]1[CH2:7][CH2:6][CH2:5][N:4]1[C:8](=[O:30])[CH2:9][N:10]([CH2:18][C:19]([N:21]1[CH2:29][C:28]2[C:23](=[CH:24][CH:25]=[CH:26][CH:27]=2)[CH2:22]1)=[O:20])C(=O)OC(C)(C)C)#[N:2].Cl.O1CCOCC1.CCOCC>O1CCOCC1>[CH2:22]1[C:23]2[C:28](=[CH:27][CH:26]=[CH:25][CH:24]=2)[CH2:29][N:21]1[C:19](=[O:20])[CH2:18][NH:10][CH2:9][C:8]([N:4]1[CH2:5][CH2:6][CH2:7][C@H:3]1[C:1]#[N:2])=[O:30] |f:1.2|. Procedure details: The t-butyl (S)-[2-(cyanopyrrolidin-1-yl)-2-oxoethyl]-[2-(1,3-dihydrois oindol-2-yl)-2-oxoethyl]carbamate (280 mg) obtained above was dissolved in 1,4-dioxane (1.0 ml), and 4 N Hydrochloric acid/1,4-dioxane (1.0 ml) was added thereto and stirred for 30 minutes with ice cooling. Ether was added thereto, and precipitated crystals were collected by filtration and dried under reduced pressure to give a hydrochloride (240 mg, Y.: quant.) of the title compound. The reactants are C(C=C)N([C@H](CC(=O)OC(C)(C)C)C(C)C)[C@H](C1=CC=CC=C1)C ((3R,αS)-t-Butyl 3-(N-allyl-α-methylbenzylamino)-4-methylpentanoate), C(C=C)N([C@H](CC(=O)OC(C)(C)C)C=CC1=CC=CC=C1)[C@H](C1=CC=CC=C1)C ((3R,αS)-t-Butyl 3-(N-allyl-α-methylbenzylamino)-5-phenyl-4-pentenoate), C1(=CC=CC=C1)CC=CC(=O)OC(C)(C)C (t-butyl 4-phenyl-2-butenoate), C(C=C)N([C@H](CC(=O)OC(C)(C)C)C=CC1=CC=CC=C1)[C@H](C1=CC=CC=C1)C ((3R,αS)-t-Butyl 3-(N-allyl-α-methylbenzylamino)-5-phenyl-4-pentenoate), C(C=C)N([C@H](CC(=O)OC(C)(C)C)C=CC1=CC=CC=C1)[C@H](C1=CC=CC=C1)C ((3R,αS)-t-Butyl 3-(N-allyl-α-methylbenzylamino)-5-phenyl-4-pentenoate). Run in C(Cl)(Cl)Cl (CHCl3), C(Cl)(Cl)Cl (CHCl3). Yields the product C[C@@H](C1=CC=CC=C1)N[C@H](CC(=O)OC(C)(C)C)C(C)C ((3R,αS)-t-Butyl 3-(α-methylbenzylamino)-4-methylpentanoate). RXN SMILES: C([N:4]([C@@H:17]([CH3:24])[C:18]1[CH:23]=[CH:22][CH:21]=[CH:20][CH:19]=1)[C@@H:5]([CH:14]([CH3:16])[CH3:15])[CH2:6][C:7]([O:9][C:10]([CH3:13])([CH3:12])[CH3:11])=[O:8])C=C.C(N([C@@H](C)C1C=CC=CC=1)[C@@H](C=CC1C=CC=CC=1)CC(OC(C)(C)C)=O)C=C.C1(CC=CC(OC(C)(C)C)=O)C=CC=CC=1>C(Cl)(Cl)Cl>[CH3:24][C@H:17]([NH:4][C@@H:5]([CH:14]([CH3:16])[CH3:15])[CH2:6][C:7]([O:9][C:10]([CH3:13])([CH3:12])[CH3:11])=[O:8])[C:18]1[CH:23]=[CH:22][CH:21]=[CH:20][CH:19]=1. Procedure details: The title compound (34) was prepared from compound (16) of Example 6 using the above-described procedure. [α]D21 -52.7 (c 1.57, CHCl3); νmax (CHCl3)/cm-1 1724 s (C=O); δH (300 Hz; CDCl3) 7.38-7.21 (5H, m, Ph), 3.88 (1H, q, J=6.5, PhCHCH3), 2.60 (1H, m, NCHCH2), 2.38, 2.27 (2H, ABX system, JAB =14.4, JAX =5.4, JBX =6.2, CH2CO), 1.68 (1H, m, (CH3)2CH), 1.47 (9H, s, (CH3)3C), 1.33) (3H, d, J=6.5, PhCHCH3), 0.89 (3H, d, J=6.8, (CH3)2CH), 0.81 (3H, d, J=6.8, (CH3)2CH); δC (50 MHz; CDCl3) 172.67 (C=O)... The solvent is C1CCOC1 (THF). Conditions: time 3 hour. RXN SMILES: [CH2:1]([O:8][C:9]([N:11]1[CH2:16][CH2:15][N:14]([S:17]([C:20]2[CH:25]=[CH:24][C:23]([NH2:26])=[CH:22][CH:21]=2)(=[O:19])=[O:18])[CH2:13][CH2:12]1)=[O:10])[C:2]1[CH:7]=[CH:6][CH:5]=[CH:4][CH:3]=1.C(N(C(C)C)CC)(C)C.[C:36](Cl)(=[O:39])[CH:37]=[CH2:38]>C1COCC1>[CH2:1]([O:8][C:9]([N:11]1[CH2:12][CH2:13][N:14]([S:17]([C:20]2[CH:21]=[CH:22][C:23]([NH:26][C:36](=[O:39])[CH:37]=[CH2:38])=[CH:24][CH:25]=2)(=[O:19])=[O:18])[CH2:15][CH2:16]1)=[O:10])[C:2]1[CH:7]=[CH:6][CH:5]=[CH:4][CH:3]=1. Procedure details: 4-(4-Amino-benzenesulfonyl)-piperazine-1-carboxylic acid benzyl ester (0.25 g, 0.67 mmol) was dissolved in THF (10 ml). To this was added diisopropylethylamine (0.33 ml, 1.9 mmol) in one portion followed by the drop wise addition of acryloyl chloride (0.06 ml, 0.74 mmol) and the mixture was stirred at room temperature under a nitrogen atmosphere for 3 hours. The THF was removed under vacuum and the resulting crude material was purified by column chromatography (elution: 20% heptane, 80% ethyl ac... Yields the product C(C1=CC=CC=C1)OC(=O)N1CCN(CC1)S(=O)(=O)C1=CC=C(C=C1)NC(C=C)=O (4-(4-Acryloylamino-benzenesulfonyl)-piperazine-1-carboxylic acid benzyl ester). Yield: 19.8%. The reactants are C(C)(C)N(CC)C(C)C (diisopropylethylamine), C(C1=CC=CC=C1)OC(=O)N1CCN(CC1)S(=O)(=O)C1=CC=C(C=C1)N (4-(4-Amino-benzenesulfonyl)-piperazine-1-carboxylic acid benzyl ester), C(C=C)(=O)Cl (acryloyl chloride). Starting materials: C([O-])([O-])=O.[Na+].[Na+] (sodium carbonate), C(C)(=O)C1=CC2=C(SC=C2OS(=O)(=O)C(F)(F)F)C=C1 (Trifluoro-methanesulfonic acid 5-acetyl-benzo[b]thiophen-3-yl ester), C(C)(C)C=1C(=C(C=C(C1)C(C)C)B(O)O)OCOC (3,5-Diisopropyl-2-methoxymethoxy-phenyl-boronic acid). Reagents/catalysts: C=1C=CC(=CC1)[P](C=2C=CC=CC2)(C=3C=CC=CC3)[Pd]([P](C=4C=CC=CC4)(C=5C=CC=CC5)C=6C=CC=CC6)([P](C=7C=CC=CC7)(C=8C=CC=CC8)C=9C=CC=CC9)[P](C=1C=CC=CC1)(C=1C=CC=CC1)C=1C=CC=CC1 (tetrakis(triphenylphosphine)palladium(0)). Run in C(C)O (ethanol), C1(=CC=CC=C1)C (toluene), [Cl-].[Na+].O (brine). Product: C(C)(C)C=1C(=C(C=C(C1)C(C)C)C=1C2=C(SC1)C=CC(=C2)C(C)=O)OCOC (1-[3-(3,5-diisopropyl-2-methoxymethoxy-phenyl)-benzo[b]thiophen-5-yl]-ethanone). Yield: 58.1%. RXN SMILES: [CH:1]([C:4]1[C:5]([O:16][CH2:17][O:18][CH3:19])=[C:6](B(O)O)[CH:7]=[C:8]([CH:10]([CH3:12])[CH3:11])[CH:9]=1)([CH3:3])[CH3:2].[C:20]([C:23]1[CH:39]=[CH:38][C:26]2[S:27][CH:28]=[C:29](OS(C(F)(F)F)(=O)=O)[C:25]=2[CH:24]=1)(=[O:22])[CH3:21].C(=O)([O-])[O-].[Na+].[Na+]>C1(C)C=CC=CC=1.C(O)C.[Cl-].[Na+].O.C1C=CC([P]([Pd]([P](C2C=CC=CC=2)(C2C=CC=CC=2)C2C=CC=CC=2)([P](C2C=CC=CC=2)(C2C=CC=CC=2)C2C=CC=CC=2)[P](C2C=CC=CC=2)(C2C=CC=CC=2)C2C=CC=CC=2)(C2C=CC=CC=2)C2C=CC=CC=2)=CC=1>[CH:1]([C:4]1[C:5]([O:16][CH2:17][O:18][CH3:19])=[C:6]([C:29]2[C:25]3[CH:24]=[C:23]([C:20](=[O:22])[CH3:21])[CH:39]=[CH:38][C:26]=3[S:27][CH:28]=2)[CH:7]=[C:8]([CH:10]([CH3:12])[CH3:11])[CH:9]=1)([CH3:3])[CH3:2] |f:2.3.4,7.8.9,^1:62,64,83,102|. Reported procedure: 3,5-Diisopropyl-2-methoxymethoxy-phenyl-boronic acid (470 mg, 1.8 mmol) was dissolved in toluene (15 ml) and ethanol (15 ml). Trifluoro-methanesulfonic acid 5-acetyl-benzo[b]thiophen-3-yl ester (320 mg, 0.99 mmol), tetrakis(triphenylphosphine)palladium(0) (114 mg, 0.1 mmol) followed by some 2M sodium carbonate solution (1.98 mmol) was added to this solution. The reaction was then heated overnight, then poured into brine (20 ml) and extracted with ethyl acetate (2×20 ml). The organic layers were ...